Dataset: the Open Reaction Database (ORD), a public repository of structured organic reaction records. Task: describe an organic reaction: reactants, conditions, products, and yield Reactants: NC=1C(=NC(=CN1)C1=CC=C(C=C1)C(N(C)C)=O)C(=O)OC (methyl 3-amino-6-[4-(dimethylcarbamoyl)phenyl]pyrazine-2-carboxylate), NN (hydrazine), resultant solution. The solvent is CCO (EtOH). The product is NC=1N=CC(=NC1C(=O)NN)C1=CC=C(C(=O)N(C)C)C=C1 (4-(5-amino-6-(hydrazinecarbonyl)pyrazin-2-yl)-N,N-dimethylbenzamide). Isolated yield 87.0%. Reaction SMILES: [NH2:1][C:2]1[C:3]([C:19]([O:21]C)=O)=[N:4][C:5]([C:8]2[CH:13]=[CH:12][C:11]([C:14](=[O:18])[N:15]([CH3:17])[CH3:16])=[CH:10][CH:9]=2)=[CH:6][N:7]=1.[NH2:23][NH2:24]>CCO>[NH2:1][C:2]1[N:7]=[CH:6][C:5]([C:8]2[CH:9]=[CH:10][C:11]([C:14]([N:15]([CH3:16])[CH3:17])=[O:18])=[CH:12][CH:13]=2)=[N:4][C:3]=1[C:19]([NH:23][NH2:24])=[O:21]. Procedure details: To a stirred solution of methyl 3-amino-6-[4-(dimethylcarbamoyl)phenyl]pyrazine-2-carboxylate (1.7011 g, 5.664 mmol) in EtOH (10.21 mL) was added hydrazine (726.1 mg, 711.2 μL, 22.66 mmol). The resultant solution was heated to reflux for 30 minutes and then allowed to cool to RT. The precipitate was filtered off and dried (1.47 g, 87% Yield). 1H NMR (400.0 MHz, DMSO) d 2.96 (s, 3H), 3.00 (s, 3H), 4.58 (d, J=4.4 Hz, 2H), 7.46 (d, J=8.4 Hz, 2H), 8.27-8.29 (m, 2H), 8.88 (s, 1H) and 10.09 (s, 1H) pp... Starting materials: Nc1ccc(Br)cc1F, O=[N+]([O-])c1c(F)cc(F)c(F)c1F, O=[N+]([O-])c1c(F)cc(F)c(F)c1Nc1ccc(I)cc1F. Product: O=[N+]([O-])c1c(F)cc(F)c(F)c1Nc1ccc(Br)cc1F. Reaction SMILES: [F:14][c:15]1[c:16]([NH2:17])[cH:18][cH:19][c:20]([Br:22])[cH:21]1.[F:1][c:2]1[c:3]([N+:11](=[O:12])[O-:13])[c:4]([F:10])[cH:5][c:6]([F:9])[c:7]1[F:8].[F:23][c:24]1[cH:25][c:26]([I:27])[cH:28][cH:29][c:30]1[NH:31][c:32]1[c:33]([N+:34]([O-:35])=[O:36])[c:37]([F:38])[cH:39][c:40]([F:41])[c:42]1[F:43]>>[c:2]1([NH:17][c:16]2[c:15]([F:14])[cH:21][c:20]([Br:22])[cH:19][cH:18]2)[c:3]([N+:11](=[O:12])[O-:13])[c:4]([F:10])[cH:5][c:6]([F:9])[c:7]1[F:8].